From a dataset of the Open Reaction Database (ORD), a public repository of structured organic reaction records. describe an organic reaction: reactants, conditions, products, and yield Reactants: C1COCCO1, CS(=O)(=O)N1CCC(N)CC1, CS(=O)c1nccc(-n2nnc3c(I)cccc32)n1. Yields the product CS(=O)(=O)N1CCC(Nc2nccc(-n3nnc4c(I)cccc43)n2)CC1. RXN SMILES: [CH2:31]1[O:32][CH2:33][CH2:34][O:35][CH2:36]1.[CH3:20][S:21](=[O:22])(=[O:23])[N:24]1[CH2:25][CH2:26][CH:27]([NH2:30])[CH2:28][CH2:29]1.[I:1][c:2]1[cH:3][cH:4][cH:5][c:6]2[n:7](-[c:11]3[n:12][c:13]([S:17]([CH3:18])=[O:19])[n:14][cH:15][cH:16]3)[n:8][n:9][c:10]12>>[I:1][c:2]1[cH:3][cH:4][cH:5][c:6]2[n:7](-[c:11]3[n:12][c:13]([NH:30][CH:27]4[CH2:26][CH2:25][N:24]([S:21]([CH3:20])(=[O:22])=[O:23])[CH2:29][CH2:28]4)[n:14][cH:15][cH:16]3)[n:8][n:9][c:10]12. Starting materials: BrCC1OC2=CC(=CC=C2CC1)O (2-bromomethyl-7-hydroxychroman), NCCCO (3-amino-1-propanol). The solvent is O (water). Conditions: temperature 100 celsius. Product: OC1=CC=C2CCC(OC2=C1)CNCCCO (3-[(7-hydroxychroman-2-ylmethyl)amino]propan-1-ol). Isolated yield 73.0%. RXN SMILES: Br[CH2:2][CH:3]1[CH2:12][CH2:11][C:10]2[C:5](=[CH:6][C:7]([OH:13])=[CH:8][CH:9]=2)[O:4]1.[NH2:14][CH2:15][CH2:16][CH2:17][OH:18]>O>[OH:13][C:7]1[CH:6]=[C:5]2[C:10]([CH2:11][CH2:12][CH:3]([CH2:2][NH:14][CH2:15][CH2:16][CH2:17][OH:18])[O:4]2)=[CH:9][CH:8]=1. Reported procedure: A mixture of 2-bromomethyl-7-hydroxychroman (4.57 g, 18.8 mmol) and 3-amino-1-propanol (18.3 mL, 240 mmol) is heated at 100° C. for 2 hr, cooled, diluted with water and extracted with CH2Cl2. The combined extracts are concentrated in vacuo to give a residue. The residue is purified by column chromatography (silica gel/5% methanol in CH2Cl2 as eluent) to give the title product as a clear oil, 3.27 g (73% yield) identified by NMR and mass spectral analyses. The reactants are COc1ccccc1CNc1ccc2c(Br)cccc2n1, C1COCCO1, NCc1cccnc1. Yields the product COc1ccccc1CNc1ccc2c(NCc3cccnc3)cccc2n1. RXN SMILES: [Br:1][c:2]1[c:3]2[cH:4][cH:5][c:6]([NH:12][CH2:13][c:14]3[c:15]([O:20][CH3:21])[cH:16][cH:17][cH:18][cH:19]3)[n:7][c:8]2[cH:9][cH:10][cH:11]1.[O:30]1[CH2:31][CH2:32][O:33][CH2:34][CH2:35]1.[cH:22]1[c:23]([CH2:28][NH2:29])[cH:24][cH:25][cH:26][n:27]1>>[c:2]1([NH:29][CH2:28][c:23]2[cH:22][n:27][cH:26][cH:25][cH:24]2)[c:3]2[cH:4][cH:5][c:6]([NH:12][CH2:13][c:14]3[c:15]([O:20][CH3:21])[cH:16][cH:17][cH:18][cH:19]3)[n:7][c:8]2[cH:9][cH:10][cH:11]1. As a reaction SMILES: [OH-].[Na+].[CH3:3][O:4][C:5]1[CH:6]=[CH:7][C:8]2[O:12]C(=O)[S:10][C:9]=2[CH:14]=1.Cl>C(O)C>[SH:10][C:9]1[CH:14]=[C:5]([O:4][CH3:3])[CH:6]=[CH:7][C:8]=1[OH:12] |f:0.1|. Procedure: Aqueous 2 N sodium hydroxide solution (44.7 mL) was added to an ethanol solution of the compound (7.76 g, 42.6 mmol) synthesized in the above (1), and stirred in a nitrogen atmosphere at 65° C. for 1.5 hours. The reaction liquid was neutralized with aqueous 5 N hydrochloric acid solution, and extracted twice with chloroform. The organic layer was dried with magnesium sulfate, and concentrated under reduced pressure to obtain the entitled compound (7.4 g, 100%) as a yellow oil. The yield is 100.0%. Reaction conditions: temperature 65 celsius, time 1.5 hour. Starting materials: [OH-].[Na+] (sodium hydroxide), compound, Cl (hydrochloric acid), COC=1C=CC2=C(SC(O2)=O)C1 (5-methoxy-1,3-benzoxathiol-2-one). The solvent is C(C)O (ethanol). Yields the product SC1=C(C=CC(=C1)OC)O (2-mercapto-4-methoxyphenol). The reactants are O=C([O-])[O-], O=C(O)Cc1cn(Cc2ccc(OCc3ccccc3)cc2)nc1-c1ccc(F)cc1, CI, CN(C)C=O, [K+], [K+], O. Product: COC(=O)Cc1cn(Cc2ccc(OCc3ccccc3)cc2)nc1-c1ccc(F)cc1. As a reaction SMILES: [C:34](=[O:35])([O-:36])[O-:37].[CH2:1]([c:2]1[cH:3][cH:4][cH:5][cH:6][cH:7]1)[O:8][c:9]1[cH:10][cH:11][c:12]([CH2:13][n:14]2[n:15][c:16](-[c:23]3[cH:24][cH:25][c:26]([F:29])[cH:27][cH:28]3)[c:17]([CH2:19][C:20](=[O:21])[OH:22])[cH:18]2)[cH:30][cH:31]1.[CH3:32][I:33].[CH3:40][N:41]([CH3:42])[CH:43]=[O:44].[K+:38].[K+:39].[OH2:45]>>[CH2:1]([c:2]1[cH:3][cH:4][cH:5][cH:6][cH:7]1)[O:8][c:9]1[cH:10][cH:11][c:12]([CH2:13][n:14]2[n:15][c:16](-[c:23]3[cH:24][cH:25][c:26]([F:29])[cH:27][cH:28]3)[c:17]([CH2:19][C:20](=[O:21])[O:22][CH3:34])[cH:18]2)[cH:30][cH:31]1.